This data is from the Open Reaction Database (ORD), a public repository of structured organic reaction records. The task is: describe an organic reaction: reactants, conditions, products, and yield The reactants are [OH-].[K+] (potassium hydroxide), COCCO (2-methoxyethanol), NC1=C(C(=NC=C1Cl)Cl)Cl (4-amino-2,3,5-trichloropyridine), COCCO (2-methoxyethanol). Conditions: temperature 118 celsius. Yields the product NC1=C(C(=NC=C1Cl)OCCOC)Cl (4-Amino-3,5-dichloro-2-(2-methoxyethoxy)pyridine). Procedure details: A solution of 16.5 grams (0.25 mole) of 86 percent potassium hydroxide dissolved in 100 milliliters of 2-methoxyethanol was added to a mixture of 49.5 grams (0.25 mole) of 4-amino-2,3,5-trichloropyridine in 150 milliliters of 2-methoxyethanol. The mixture was heated, with agitation, to 118° C. and held between 118°-120° C. for 31/2 hours. The reaction mixture was cooled to 75° C. and filtered under reduced pressure to remove the insoluble solids. The excess 2-methoxyethanol was evaporated off un... RXN SMILES: [OH-].[K+].[NH2:3][C:4]1[C:9]([Cl:10])=[CH:8][N:7]=[C:6](Cl)[C:5]=1[Cl:12].[CH3:13][O:14][CH2:15][CH2:16][OH:17]>>[NH2:3][C:4]1[C:9]([Cl:10])=[CH:8][N:7]=[C:6]([O:17][CH2:16][CH2:15][O:14][CH3:13])[C:5]=1[Cl:12] |f:0.1|. Reactants: C1(=CCCCC1)C=O (cyclohex-1-enecarboxaldehyde), [C-]#N.[K+] (potassium cyanide), [Cl-].[NH4+] (ammonium chloride), N (ammonia). Run in CCOCC (ether), O (water). Conditions: time 3 day. Yields the product C1(=CCCCC1)C(C#N)N (2-(Cyclohex-1-enyl)-2-aminoethanenitrile). Isolated yield 87.5%. Reaction SMILES: [C-:1]#[N:2].[K+].[Cl-].[NH4+:5].N.[C:7]1([CH:13]=O)[CH2:12][CH2:11][CH2:10][CH2:9][CH:8]=1>O.CCOCC>[C:7]1([CH:13]([NH2:5])[C:1]#[N:2])[CH2:12][CH2:11][CH2:10][CH2:9][CH:8]=1 |f:0.1,2.3|. Reported procedure: In a flask fitted with a mechanical stirrer, a condenser and a dropping funnel was place potassium cyanide (8.45 g, 0.13 mol) and ammonium chloride (7.65 g, 0.143 mol) in water (40 mL). To this solution was added 25 mL of concentrated ammonia. A solution of cyclohex-1-enecarboxaldehyde (14.3 g, 0.13 mol) in ether (100 mL) was added at room temperature with vigorous stirring. Stirring was continued for 3 days and then the layers were separated and the aqueous layer was extracted with ether (50 mL... Reactants: CC(=O)O[BH-](OC(C)=O)OC(C)=O, CCNC(=O)Nc1cc(-c2nc(C(F)(F)F)cs2)c(-c2cnc3c(c2)c(=O)c(C(=O)OCC)cn3C2CCCNC2)cn1, C1CCOC1, CCN(C(C)C)C(C)C, O=C(O)C(F)(F)F, [Na+], O=CCN1CCOCC1. The product is CCNC(=O)Nc1cc(-c2nc(C(F)(F)F)cs2)c(-c2cnc3c(c2)c(=O)c(C(=O)OCC)cn3C2CCCN(CCN3CCOCC3)C2)cn1. RXN SMILES: [C:69]([O:70][BH-:71]([O:72][C:73](=[O:74])[CH3:75])[O:76][C:77](=[O:78])[CH3:79])(=[O:80])[CH3:81].[CH2:1]([CH3:2])[NH:3][C:4]([NH:5][c:6]1[cH:7][c:8](-[c:34]2[s:35][cH:36][c:37]([C:39]([F:40])([F:41])[F:42])[n:38]2)[c:9](-[c:12]2[cH:13][c:14]3[c:15](=[O:33])[c:16]([C:28](=[O:29])[O:30][CH2:31][CH3:32])[cH:17][n:18]([CH:22]4[CH2:23][NH:24][CH2:25][CH2:26][CH2:27]4)[c:19]3[n:20][cH:21]2)[cH:10][n:11]1)=[O:43].[CH2:83]1[O:84][CH2:85][CH2:86][CH2:87]1.[CH:60]([N:61]([CH2:62][CH3:63])[CH:64]([CH3:65])[CH3:66])([CH3:67])[CH3:68].[F:44][C:45]([F:46])([F:47])[C:48]([OH:49])=[O:50].[Na+:82].[O:51]1[CH2:52][CH2:53][N:54]([CH2:57][CH:58]=[O:59])[CH2:55][CH2:56]1>>[CH2:1]([CH3:2])[NH:3][C:4]([NH:5][c:6]1[cH:7][c:8](-[c:34]2[s:35][cH:36][c:37]([C:39]([F:40])([F:41])[F:42])[n:38]2)[c:9](-[c:12]2[cH:13][c:14]3[c:15](=[O:33])[c:16]([C:28](=[O:29])[O:30][CH2:31][CH3:32])[cH:17][n:18]([CH:22]4[CH2:23][N:24]([CH2:58][CH2:57][N:54]5[CH2:53][CH2:52][O:51][CH2:56][CH2:55]5)[CH2:25][CH2:26][CH2:27]4)[c:19]3[n:20][cH:21]2)[cH:10][n:11]1)=[O:43]. Reactants: CC1CN(CCC1)C=1OC(=C(N1)C(F)(F)F)C(=O)NC=1C=CC(=NC1)N1CC(N(CC1)CC=1C=C(C(=O)OC)C=CC1)=O (methyl 3-((4-(5-(2-(3-methylpiperidin-1-yl)-4-(trifluoromethyl)oxazole-5-carboxamido)pyridin-2-yl)-2-oxopiperazin-1-yl)methyl)benzoate), N1(CCNCCC1)C1=CC=C(C=N1)NC(=O)C1=C(N=C(O1)N1CC(CCC1)C)C(F)(F)F (N-(6-(homopiperazin-1-yl)pyridin-3-yl)-2-(3-methylpiperidin-1-yl)-4-(trifluoromethyl)-oxazole-5-carboxamide), C1(=CC=CC=C1)CS(=O)(=O)Cl (α-toluenesulfonyl chloride). The product is C(C1=CC=CC=C1)S(=O)(=O)N1CCN(CCC1)C1=CC=C(C=N1)NC(=O)C1=C(N=C(O1)N1CC(CCC1)C)C(F)(F)F (N-[6-(4-(benzylsulfonyl)homopiperazin-1-yl)pyridin-3-yl]-2-(3-methylpiperidin-1-yl)-4-(trifluoromethyl)oxazole-5-carboxamide). As a reaction SMILES: [CH3:1][CH:2]1[CH2:7][CH2:6][CH2:5][N:4]([C:8]2[O:9][C:10]([C:17]([NH:19][C:20]3[CH:21]=[CH:22][C:23]([N:26]4[CH2:31][CH2:30][N:29]([CH2:32]C5C=C(C=CC=5)C(OC)=O)[C:28](=O)[CH2:27]4)=[N:24][CH:25]=3)=[O:18])=[C:11]([C:13]([F:16])([F:15])[F:14])[N:12]=2)[CH2:3]1.N1(C2N=CC(NC(C3OC(N4CCCC(C)C4)=NC=3C(F)(F)F)=O)=CC=2)CCCNCC1.[C:76]1([CH2:82][S:83](Cl)(=[O:85])=[O:84])[CH:81]=[CH:80][CH:79]=[CH:78][CH:77]=1>>[CH2:82]([S:83]([N:29]1[CH2:32][CH2:30][CH2:31][N:26]([C:23]2[N:24]=[CH:25][C:20]([NH:19][C:17]([C:10]3[O:9][C:8]([N:4]4[CH2:5][CH2:6][CH2:7][CH:2]([CH3:1])[CH2:3]4)=[N:12][C:11]=3[C:13]([F:15])([F:14])[F:16])=[O:18])=[CH:21][CH:22]=2)[CH2:27][CH2:28]1)(=[O:85])=[O:84])[C:76]1[CH:81]=[CH:80][CH:79]=[CH:78][CH:77]=1. Reported procedure: Compound 41 was prepared by the general procedure for compound 8, by using compound 39 and α-toluenesulfonyl chloride as starting materials. 1H NMR (500 MHz, CDCl3) δ 8.10 (d, 1H, J=2.5 Hz), 7.85 (dd, 1H, J=2.5, 9 Hz), 7.50 (s, 1H), 7.40 (m, 3H), 7.35 (m, 2H), 6.50 (d, 1H, J=9 Hz), 4.25 (s, 2H), 4.10 (m, 2H), 3.75 (m, 4H), 3.20 (m, 2H), 3.05 (t, 1H, J=9.5 Hz), 2.95 (t, 1H, J=6 Hz), 2.75 (t, 1H, J=11 Hz), 1.60-2.00 (m, 6H), 1.20 (q, 1H, J=11 Hz), 1.00 (d, 3H, J=7 Hz). MS (M+1): 607. Starting materials: C(C)(C)(C)OC(=O)N1CCC(CC1)(C1=CC=C(C=C1)I)CN (4-aminomethyl-4-(4-iodo-phenyl)-piperidine-1-carboxylic acid tert-butyl ester), ClC(=O)OCC(C)C (isobutyl chloroformate), N1=CC=CC=C1 (pyridine). Solvent: CCOC(=O)C (EtOAc), C(Cl)Cl (CH2Cl2). Run at time 16 hour. Yields the product C(C)(C)(C)OC(=O)N1CCC(CC1)(CNC(=O)OCC(C)C)C1=CC=C(C=C1)I (4-(4-iodo-phenyl)-4-(isobutoxycarbonylamino-methyl)-piperidine-1-carboxylic acid tert-butyl ester). The yield is 62.5%. As a reaction SMILES: [C:1]([O:5][C:6]([N:8]1[CH2:13][CH2:12][C:11]([CH2:21][NH2:22])([C:14]2[CH:19]=[CH:18][C:17]([I:20])=[CH:16][CH:15]=2)[CH2:10][CH2:9]1)=[O:7])([CH3:4])([CH3:3])[CH3:2].Cl[C:24]([O:26][CH2:27][CH:28]([CH3:30])[CH3:29])=[O:25].N1C=CC=CC=1>C(Cl)Cl.CCOC(C)=O>[C:1]([O:5][C:6]([N:8]1[CH2:9][CH2:10][C:11]([C:14]2[CH:19]=[CH:18][C:17]([I:20])=[CH:16][CH:15]=2)([CH2:21][NH:22][C:24]([O:26][CH2:27][CH:28]([CH3:30])[CH3:29])=[O:25])[CH2:12][CH2:13]1)=[O:7])([CH3:4])([CH3:3])[CH3:2]. Reported procedure: To a stirred solution of 4-aminomethyl-4-(4-iodo-phenyl)-piperidine-1-carboxylic acid tert-butyl ester (0.10 g, 0.24 mmol) in CH2Cl2 (1.0 mL) at room temperature under Ar was added isobutyl chloroformate(0.033 mL, 0.26 mmol, 1.1 eq.) followed by pyridine (0.25 mL). The mixture was stirred at room temperature for 16 h, diluted with EtOAc (5 mL), washed with saturated aqueous NaHCO3 (5 mL) and saturated brine (5 mL) and dried over Na2SO4. Filtration and rotary evaporation gave the crude 4-(4-iodo-... Yields the product NC=1OC(C([C@@](N1)(C)C=1C=C(C=CC1F)NC(=O)C1=NN(C=C1)C(F)F)(F)F)(C)C (1-Difluoromethyl-1H-pyrazole-3-carboxylic acid [3-((R)-2-amino-5,5-difluoro-4,6,6-trimethyl-5,6-dihydro-4H-[1,3]oxazin-4-yl)-4-fluoro-phenyl]-amide). RXN SMILES: [NH2:1][C:2]1[CH:3]=[CH:4][C:5]([F:20])=[C:6]([C@:8]2([CH3:19])[C:13]([F:15])([F:14])[C:12]([CH3:17])([CH3:16])[O:11][C:10]([NH2:18])=[N:9]2)[CH:7]=1.[F:21][CH:22]([F:31])[N:23]1[CH:27]=[CH:26][C:25]([C:28](O)=[O:29])=[N:24]1>>[NH2:18][C:10]1[O:11][C:12]([CH3:16])([CH3:17])[C:13]([F:14])([F:15])[C@:8]([C:6]2[CH:7]=[C:2]([NH:1][C:28]([C:25]3[CH:26]=[CH:27][N:23]([CH:22]([F:31])[F:21])[N:24]=3)=[O:29])[CH:3]=[CH:4][C:5]=2[F:20])([CH3:19])[N:9]=1. The reactants are NC=1C=CC(=C(C1)[C@]1(N=C(OC(C1(F)F)(C)C)N)C)F ((R)-4-(5-amino-2-fluoro-phenyl)-5,5-difluoro-4,6,6-trimethyl-5,6-dihydro-4H-[1,3]oxazin-2-ylamine), FC(N1N=C(C=C1)C(=O)O)F (1-difluoromethyl-1H-pyrazole-3-carboxylic acid). Reported procedure: The condensation of (R)-4-(5-amino-2-fluoro-phenyl)-5,5-difluoro-4,6,6-trimethyl-5,6-dihydro-4H-[1,3]oxazin-2-ylamine (intermediate XI-2) and 1-difluoromethyl-1H-pyrazole-3-carboxylic acid following procedure I yielded the title compound as a white solid. MS (ISP): m/z=432.2.